The task is: describe an organic reaction: reactants, conditions, products, and yield. This data is from the Open Reaction Database (ORD), a public repository of structured organic reaction records. The reactants are ClC1=C(C(=NC2=CC(=CC(=C12)F)F)C=1C=NC(=CC1)F)C (4-chloro-5,7-difluoro-2-(6-fluoropyridin-3-yl)-3-methylquinoline), N1CCCC1 (pyrrolidine), O (water), C([O-])([O-])=O.[K+].[K+] (potassium carbonate). Run in CN(C)C=O (DMF). Reaction conditions: temperature 100 celsius, time 22.6 hour. Product: ClC1=C(C(=NC2=CC(=CC(=C12)F)F)C=1C=NC(=CC1)N1CCCC1)C (4-chloro-5,7-difluoro-3-methyl-2-(6-(pyrrolidin-1-yl)pyridin-3-yl)quinoline). The yield is 38.5%. RXN SMILES: [Cl:1][C:2]1[C:11]2[C:6](=[CH:7][C:8]([F:13])=[CH:9][C:10]=2[F:12])[N:5]=[C:4]([C:14]2[CH:15]=[N:16][C:17](F)=[CH:18][CH:19]=2)[C:3]=1[CH3:21].[NH:22]1[CH2:26][CH2:25][CH2:24][CH2:23]1.C(=O)([O-])[O-].[K+].[K+].O>CN(C=O)C>[Cl:1][C:2]1[C:11]2[C:6](=[CH:7][C:8]([F:13])=[CH:9][C:10]=2[F:12])[N:5]=[C:4]([C:14]2[CH:15]=[N:16][C:17]([N:22]3[CH2:26][CH2:25][CH2:24][CH2:23]3)=[CH:18][CH:19]=2)[C:3]=1[CH3:21] |f:2.3.4|. Reported procedure: To a stirred solution of 4-chloro-5,7-difluoro-2-(6-fluoropyridin-3-yl)-3-methylquinoline (0.2 g, 0.65 mmol) in DMF (1.3 mL) was added pyrrolidine (0.046 g, 0.65 mmol) followed by potassium carbonate (0.180 g, 1.3 mmol). The reaction was stirred at 100° C. for 22.6 h. After which, the reaction mixture is cooled to rt and water was added. The crude reaction was extracted with EtOAc, dried over magnesium sulfate and concd in vacuo. The crude material was purified on silica gel, eluting with 0-30% ... The reactants are CCO, Cl, C1COCCO1, COC(=O)c1cc(O)c(O)c([N+](=O)[O-])c1. Yields the product Cl, COC(=O)c1cc(N)c(O)c(O)c1. As a reaction SMILES: [CH3:23][CH2:24][OH:25].[ClH:22].[O:16]1[CH2:17][CH2:18][O:19][CH2:20][CH2:21]1.[OH:1][c:2]1[cH:3][c:4]([C:5](=[O:6])[O:7][CH3:8])[cH:9][c:10]([N+:13]([O-:14])=[O:15])[c:11]1[OH:12]>>[ClH:22].[OH:1][c:2]1[cH:3][c:4]([C:5](=[O:6])[O:7][CH3:8])[cH:9][c:10]([NH2:13])[c:11]1[OH:12]. The reactants are C(Cl)Cl.CO (DCM MeOH), CC1=C(C#N)C=CC=C1 (2-methyl-benzonitrile), NO (hydroxylamine), O (water). Run in CCO (EtOH). Conditions: temperature 70 celsius. Yields the product ON=C(C1=C(C=CC=C1)C)N (N′-hydroxy-2-methylbenzamidine). The yield is 100.0%. Reaction SMILES: [CH3:1][C:2]1[CH:9]=[CH:8][CH:7]=[CH:6][C:3]=1[C:4]#[N:5].[NH2:10][OH:11].O.C(Cl)Cl.CO>CCO>[OH:11][N:10]=[C:4]([NH2:5])[C:3]1[CH:6]=[CH:7][CH:8]=[CH:9][C:2]=1[CH3:1] |f:3.4|. Procedure: A mixture of 2-methyl-benzonitrile (0.950 mL, 8 mmol), hydroxylamine 50% in water (1.6 mL, 24 mmol) and EtOH (8 mL) was heated at 70° C. for 48 h. TLC analysis (DCM/MeOH: 97/3 as eluent) indicates the completion of the reaction. The solvent was removed under reduced pressure to afford 1.2 g of N′-hydroxy-2-methylbenzamidine (Yield: 100%) as a white powder (M.P.=147-148.5° C.). which can be used without further purification.